From a dataset of the Open Reaction Database (ORD), a public repository of structured organic reaction records. describe an organic reaction: reactants, conditions, products, and yield The reactants are N(=[N+]=[N-])CC(C(CO)O)O (4-azido-1,2,3-butanetriol), [OH-].[Na+] (sodium hydroxide), COC(C)(C)OC (2,2-dimethoxypropane), S(O)(O)(=O)=O (sulfuric acid). Run in CC(=O)C (acetone). Reaction conditions: time 8 hour. Yields the product N(=[N+]=[N-])CC(O)C1OC(OC1)(C)C (2-Azido-(2,2-dimethyl-1,3-dioxolan-4-yl)ethanol). RXN SMILES: [N:1]([CH2:4][CH:5]([OH:10])[CH:6]([OH:9])[CH2:7][OH:8])=[N+:2]=[N-:3].CO[C:13](OC)([CH3:15])[CH3:14].S(=O)(=O)(O)O.[OH-].[Na+]>CC(C)=O>[N:1]([CH2:4][CH:5]([CH:6]1[CH2:7][O:8][C:13]([CH3:15])([CH3:14])[O:9]1)[OH:10])=[N+:2]=[N-:3] |f:3.4|. Reported procedure: A solution of 14.71 g of 4-azido-1,2,3-butanetriol in 30 ml of acetone is combined with 13.95 g of 2,2-dimethoxypropane, as well as 0.1 ml of concentrated sulfuric acid. The mixture is stirred overnight at room temperature, neutralized with 2N sodium hydroxide solution, and concentrated to dryness under vacuum. The residue is distilled with a water-jet aspirator. 2-Azido-(2,2-dimethyl-1,3-dioxolan-4-yl)ethanol passes over as a colorless oil at 130°-132° C./13 mm. Yield: 11.79 g (63% of theory).